Dataset: the Open Reaction Database (ORD), a public repository of structured organic reaction records. Task: describe an organic reaction: reactants, conditions, products, and yield Reactants: ClC1=C(C=C(C(=O)N)C=C1)[N+](=O)[O-] (4-chloro-3-nitrobenzamide), NCCO (2-aminoethanol), C(Cl)(Cl)Cl (CHCl3). Solvent: CO (MeOH). The product is OCCNC1=C(C=C(C(=O)N)C=C1)[N+](=O)[O-] (4-(2-Hydroxyethylamino)-3-Nitrobenzamide). Reaction SMILES: Cl[C:2]1[CH:10]=[CH:9][C:5]([C:6]([NH2:8])=[O:7])=[CH:4][C:3]=1[N+:11]([O-:13])=[O:12].[NH2:14][CH2:15][CH2:16][OH:17].C(Cl)(Cl)Cl>CO>[OH:17][CH2:16][CH2:15][NH:14][C:2]1[CH:10]=[CH:9][C:5]([C:6]([NH2:8])=[O:7])=[CH:4][C:3]=1[N+:11]([O-:13])=[O:12]. Reported procedure: Add 6.0 g (0.03 moles) 4-chloro-3-nitrobenzamide to 60 ml 2-aminoethanol and stir at ambient temperature. When TLC (silica support; 9:1 CHCl3 :MeOH eluent) shows no starting material, ca. 3 hrs., pour onto ice. Filter, wash (3×15 ml) with cold H2O, and recrystallize from MeOH/IPA. Yield is 4.5 g (66%) of orange crystals. Reactants: N#CCc1ccc(Br)cc1F, [Li]CCCC, C1CCOC1, Cl[Pd]Cl, c1ccc(P(c2ccccc2)c2ccccc2)cc1, c1ccc(P(c2ccccc2)c2ccccc2)cc1, c1ccc2ocnc2c1. Product: N#CCc1ccc(-c2nc3ccccc3o2)cc1F. RXN SMILES: [Br:15][c:16]1[cH:17][c:18]([F:25])[c:19]([CH2:20][C:21]#[N:22])[cH:23][cH:24]1.[CH2:10]([Li:11])[CH2:12][CH2:13][CH3:14].[CH2:26]1[O:27][CH2:28][CH2:29][CH2:30]1.[Pd:31]([Cl:32])[Cl:33].[c:34]1([P:35]([c:36]2[cH:37][cH:38][cH:39][cH:40][cH:41]2)[c:42]2[cH:43][cH:44][cH:45][cH:46][cH:47]2)[cH:48][cH:49][cH:50][cH:51][cH:52]1.[c:53]1([P:54]([c:55]2[cH:56][cH:57][cH:58][cH:59][cH:60]2)[c:61]2[cH:62][cH:63][cH:64][cH:65][cH:66]2)[cH:67][cH:68][cH:69][cH:70][cH:71]1.[o:1]1[cH:2][n:3][c:4]2[c:5]1[cH:6][cH:7][cH:8][cH:9]2>>[o:1]1[c:2](-[c:16]2[cH:17][c:18]([F:25])[c:19]([CH2:20][C:21]#[N:22])[cH:23][cH:24]2)[n:3][c:4]2[c:5]1[cH:6][cH:7][cH:8][cH:9]2. Starting materials: O=C([O-])[O-], CCOC(=O)c1ccc(N2C(=O)NC(=O)C23CCCCC3)cc1, CN(C)C=O, CC(C)c1cccc(C(C)C)c1NC(=O)CCl, [K+], [K+], O. The product is CCOC(=O)c1ccc(N2C(=O)N(CC(=O)Nc3c(C(C)C)cccc3C(C)C)C(=O)C23CCCCC3)cc1. As a reaction SMILES: [C:1](=[O:2])([O-:3])[O-:4].[CH2:7]([CH3:8])[O:9][C:10]([c:11]1[cH:12][cH:13][c:14]([N:17]2[C:18](=[O:28])[NH:19][C:20](=[O:27])[C:21]23[CH2:22][CH2:23][CH2:24][CH2:25][CH2:26]3)[cH:15][cH:16]1)=[O:29].[CH3:48][N:49]([CH3:50])[CH:51]=[O:52].[Cl:30][CH2:31][C:32](=[O:33])[NH:34][c:35]1[c:36]([CH:44]([CH3:45])[CH3:46])[cH:37][cH:38][cH:39][c:40]1[CH:41]([CH3:42])[CH3:43].[K+:5].[K+:6].[OH2:47]>>[CH2:7]([CH3:8])[O:9][C:10]([c:11]1[cH:12][cH:13][c:14]([N:17]2[C:18](=[O:28])[N:19]([CH2:31][C:32](=[O:33])[NH:34][c:35]3[c:36]([CH:44]([CH3:45])[CH3:46])[cH:37][cH:38][cH:39][c:40]3[CH:41]([CH3:42])[CH3:43])[C:20](=[O:27])[C:21]23[CH2:22][CH2:23][CH2:24][CH2:25][CH2:26]3)[cH:15][cH:16]1)=[O:29].